This data is from the Open Reaction Database (ORD), a public repository of structured organic reaction records. The task is: describe an organic reaction: reactants, conditions, products, and yield Starting materials: CC(C)P(=O)(COC(COCc1ccccc1)COC(c1ccccc1)(c1ccccc1)c1ccccc1)C(C)C, CCOC(C)=O, Cl, C1COCCO1. The product is CC(C)P(=O)(COC(CO)COCc1ccccc1)C(C)C. As a reaction SMILES: [CH2:1]([c:2]1[cH:3][cH:4][cH:5][cH:6][cH:7]1)[O:8][CH2:9][CH:10]([O:11][CH2:12][P:13](=[O:14])([CH:15]([CH3:16])[CH3:17])[CH:18]([CH3:19])[CH3:20])[CH2:21][O:22][C:23]([c:24]1[cH:25][cH:26][cH:27][cH:28][cH:29]1)([c:30]1[cH:31][cH:32][cH:33][cH:34][cH:35]1)[c:36]1[cH:37][cH:38][cH:39][cH:40][cH:41]1.[CH3:49][CH2:50][O:51][C:52](=[O:53])[CH3:54].[ClH:48].[O:42]1[CH2:43][CH2:44][O:45][CH2:46][CH2:47]1>>[CH2:1]([c:2]1[cH:3][cH:4][cH:5][cH:6][cH:7]1)[O:8][CH2:9][CH:10]([O:11][CH2:12][P:13](=[O:14])([CH:15]([CH3:16])[CH3:17])[CH:18]([CH3:19])[CH3:20])[CH2:21][OH:22]. Reactants: C=CCSc1c(O)cc(C)oc1=O, CC(=O)O, O, OO. Yields the product C=CCS(=O)c1c(O)cc(C)oc1=O. As a reaction SMILES: [CH2:1]([CH:2]=[CH2:3])[S:4][c:5]1[c:6](=[O:13])[o:7][c:8]([CH3:12])[cH:9][c:10]1[OH:11].[CH3:16][C:17]([OH:18])=[O:19].[OH2:20].[OH:14][OH:15]>>[CH2:1]([CH:2]=[CH2:3])[S:4]([c:5]1[c:6](=[O:13])[o:7][c:8]([CH3:12])[cH:9][c:10]1[OH:11])=[O:18]. The reactants are NC1=C(C(=O)N)C=C(C=C1)OC (2-Amino-5-methoxybenzamide), COC1=CC(=C(C(=O)O)C=C1OC)[N+](=O)[O-] (4,5-dimethoxy-2-nitrobenzoic acid). Product: NC1=C(C(=O)N)C=C(C(=C1)OC)OC (2-Amino-4,5-dimethoxybenzamide). Reaction SMILES: [NH2:1][C:2]1[CH:10]=[CH:9][C:8]([O:11][CH3:12])=[CH:7][C:3]=1[C:4]([NH2:6])=[O:5].[CH3:13][O:14]C1C(OC)=CC(C(O)=O)=C([N+]([O-])=O)C=1>>[NH2:1][C:2]1[CH:10]=[C:9]([O:14][CH3:13])[C:8]([O:11][CH3:12])=[CH:7][C:3]=1[C:4]([NH2:6])=[O:5]. Procedure details: According to the preparation of 10, 4,5-dimethoxy-2-nitrobenzoic acid (5) (1.0 g, 4.4 mmol) was used to afford 11 (0.8 g) as brown powder; MS m/z 196 (M+). Reactants: NC=1N(N=C2C1C(NC=1C=CC=CC21)=O)C2=CC=C(C=C2)OC (3-amino-2-(4-methoxyphenyl)-2,5-dihydro-4H-pyrazolo[4,3-c]quinolin-4-one), NC(CCSC)C(=O)O (DL-methionine), CS(=O)(=O)O (methanesulfonic acid), [OH-].[Na+] (sodium hydroxide), C(CC(O)(C(=O)O)CC(=O)O)(=O)O (citric acid). Reaction conditions: temperature 100 celsius, time 3 hour. Yields the product NC=1N(N=C2C1C(NC=1C=CC=CC21)=O)C2=CC=C(C=C2)O (3-amino-2-(4-hyroxyphenyl)-2,5-dihydro-4H-pyrazolo[4,3-c]quinolin-4-one). Yield: 92.2%. Reaction SMILES: [NH2:1][C:2]1[N:3]([C:16]2[CH:21]=[CH:20][C:19]([O:22]C)=[CH:18][CH:17]=2)[N:4]=[C:5]2[C:14]3[CH:13]=[CH:12][CH:11]=[CH:10][C:9]=3[NH:8][C:7](=[O:15])[C:6]=12.NC(C(O)=O)CCSC.CS(O)(=O)=O.[OH-].[Na+].C(O)(=O)CC(CC(O)=O)(C(O)=O)O>>[NH2:1][C:2]1[N:3]([C:16]2[CH:21]=[CH:20][C:19]([OH:22])=[CH:18][CH:17]=2)[N:4]=[C:5]2[C:14]3[CH:13]=[CH:12][CH:11]=[CH:10][C:9]=3[NH:8][C:7](=[O:15])[C:6]=12 |f:3.4|. Procedure: A mixture of 3-amino-2-(4-methoxyphenyl)-2,5-dihydro-4H-pyrazolo[4,3-c]quinolin-4-one (150 mg), DL-methionine (371 mg) and methanesulfonic acid (3 ml) was stirred at 100° C. for 3 hours. The reaction mixture was cooled, pH of the reaction mixture was adjusted to about 8 by adding an aqueous 20% sodium hydroxide solution and a 10% aqueous citric acid solution. The precipitated solid was collected by filtration, washed with water and then dried to obtain the target compound (132 mg).